The task is: describe an organic reaction: reactants, conditions, products, and yield. This data is from the Open Reaction Database (ORD), a public repository of structured organic reaction records. The reactants are NC1=CC(=NC(N1O)=N)Cl (6-amino-4-chloro-1,2-dihydro-2-imino-1-pyrimidinol), N1CCSCC1 (thiomorphline). Solvent: CN(C=O)C (dimethyl formamide). Run at temperature 110 celsius. Product: NC1=CC(=NC(N1O)=N)N1CCSCC1 (6-AMINO-1,2-DIHYDRO-2-IMINO-4-THIOMORPHOLINO-1-PYRIMIDINOL). As a reaction SMILES: [NH2:1][C:2]1[N:7]([OH:8])[C:6](=[NH:9])[N:5]=[C:4](Cl)[CH:3]=1.[NH:11]1[CH2:16][CH2:15][S:14][CH2:13][CH2:12]1>CN(C)C=O>[NH2:1][C:2]1[N:7]([OH:8])[C:6](=[NH:9])[N:5]=[C:4]([N:11]2[CH2:16][CH2:15][S:14][CH2:13][CH2:12]2)[CH:3]=1. Reported procedure: A mixture of 16.1 g of 6-amino-4-chloro-1,2-dihydro-2-imino-1-pyrimidinol, 32.1 g of thiomorphline, and 75 ml of dimethyl formamide is heated at 110° C in a nitrogen atmosphere for 17 hours. The solvent is removed under high vacuum. The residue is dissolved in 2 normal hydrochloric acid, and the resulting solution made basic with 5% ammonium hydroxide. There is deposited 13.0 g (57%) of a crystalline solid mp 242° (dec). Recrystallization from methanol-ethanol gives an off-white crystalline soli...